From a dataset of the Open Reaction Database (ORD), a public repository of structured organic reaction records. describe an organic reaction: reactants, conditions, products, and yield The reactants are C([O-])([O-])=O.[K+].[K+] (potassium carbonate), CN(C=O)C (N,N-dimethylformamide), NC1=NNC2=CC=CC=C12 (3-aminoindazole), Br.BrCCCN(CC)CC (3-bromopropyldiethylamine hydrobromide). Run in O (water), C(Cl)(Cl)Cl (chloroform), C(Cl)(Cl)Cl (chloroform). Reaction conditions: temperature 80 celsius, time 24 hour. Product: C(C)N(CCCNC1=NNC2=CC=CC=C12)CC (3-(3-diethylaminopropylamino)indazole). The yield is 52.0%. As a reaction SMILES: CN(C)C=O.[NH2:6][C:7]1[C:15]2[C:10](=[CH:11][CH:12]=[CH:13][CH:14]=2)[NH:9][N:8]=1.Br.Br[CH2:18][CH2:19][CH2:20][N:21]([CH2:24][CH3:25])[CH2:22][CH3:23].C(=O)([O-])[O-].[K+].[K+]>C(Cl)(Cl)Cl.O>[CH2:22]([N:21]([CH2:24][CH3:25])[CH2:20][CH2:19][CH2:18][NH:6][C:7]1[C:15]2[C:10](=[CH:11][CH:12]=[CH:13][CH:14]=2)[NH:9][N:8]=1)[CH3:23] |f:2.3,4.5.6|. Procedure: To 80 ml of anhydrous N,N-dimethylformamide were added 4 g of 3-aminoindazole as prepared in accordance with the method described in C. E. Kwartler et al., J. Am. Chem. Soc., 65, 1804 (1943), 8.3 g of 3-bromopropyldiethylamine hydrobromide and 8.3 g of anhydrous potassium carbonate. The mixture was stirred for 24 hours at 80° C. and condensed under reduced pressure. To the condensed residue were added 100 ml of chloroform and 50 ml of water. The chloroform layer was dried over anhydrous sodium s... Reactants: ClCCl, Nc1c(SC(F)(F)F)ncn1-c1c(Cl)cc(C(F)(F)F)cc1Cl, O=S(=O)(Cl)Cl. Yields the product Nc1c(SC(F)(F)F)nc(Cl)n1-c1c(Cl)cc(C(F)(F)F)cc1Cl. As a reaction SMILES: [CH2:29]([Cl:30])[Cl:31].[Cl:1][c:2]1[c:3](-[n:13]2[cH:14][n:15][c:16]([S:19][C:20]([F:21])([F:22])[F:23])[c:17]2[NH2:18])[c:4]([Cl:12])[cH:5][c:6]([C:8]([F:9])([F:10])[F:11])[cH:7]1.[S:24]([Cl:25])(=[O:26])([Cl:27])=[O:28]>>[Cl:1][c:2]1[c:3](-[n:13]2[c:14]([Cl:27])[n:15][c:16]([S:19][C:20]([F:21])([F:22])[F:23])[c:17]2[NH2:18])[c:4]([Cl:12])[cH:5][c:6]([C:8]([F:9])([F:10])[F:11])[cH:7]1. The reactants are Cl (hydrochloric acid), [Cl-].C[N+](CCCNC=O)(CCCNC=O)CCN(C1=CC=CC=C1)CC (N-methyl-N-2-(N'-ethylanilino)ethyl-N,N-bis(3-formamidopropyl)ammonium chloride). Yields the product [Cl-].C[N+](CCCN)(CCCN)CCN(C1=CC=CC=C1)CC (N-methyl-N-2-(N'-ethylanilino)ethyl-N,N-bis(3-aminopropyl)ammonium chloride). RXN SMILES: [ClH:1].[Cl-].[CH3:3][N+:4]([CH2:17][CH2:18][N:19]([CH2:26][CH3:27])[C:20]1[CH:25]=[CH:24][CH:23]=[CH:22][CH:21]=1)([CH2:11][CH2:12][CH2:13][NH:14]C=O)[CH2:5][CH2:6][CH2:7][NH:8]C=O>>[Cl-:1].[CH3:3][N+:4]([CH2:17][CH2:18][N:19]([CH2:26][CH3:27])[C:20]1[CH:25]=[CH:24][CH:23]=[CH:22][CH:21]=1)([CH2:5][CH2:6][CH2:7][NH2:8])[CH2:11][CH2:12][CH2:13][NH2:14] |f:1.2,3.4|. Reported procedure: Dilute hydrochloric acid hydrolysis of N-methyl-N-2-(N'-ethylanilino)ethyl-N,N-bis(3-formamidopropyl)ammonium chloride following a procedure similar to that of B-4 above gave N-methyl-N-2-(N'-ethylanilino)ethyl-N,N-bis(3-aminopropyl)ammonium chloride. The reactants are O=c1[nH]nc(Cl)c2cc(Br)ccc12, CCOC(C)=O, O=C(C=Cc1ccccc1)C=Cc1ccccc1, O=C(C=Cc1ccccc1)C=Cc1ccccc1, O=C(C=Cc1ccccc1)C=Cc1ccccc1, [Pd], [Pd], NCc1cccc(-c2cccs2)c1. Yields the product O=c1[nH]nc(Cl)c2cc(NCc3cccc(-c4cccs4)c3)ccc12. As a reaction SMILES: [Br:1][c:2]1[cH:3][c:4]2[c:5]([Cl:13])[n:6][nH:7][c:8](=[O:12])[c:9]2[cH:10][cH:11]1.[CH3:27][CH2:28][O:29][C:30]([CH3:31])=[O:32].[O:35]=[C:36]([CH:37]=[CH:38][c:39]1[cH:40][cH:41][cH:42][cH:43][cH:44]1)[CH:45]=[CH:46][c:47]1[cH:48][cH:49][cH:50][cH:51][cH:52]1.[O:53]=[C:54]([CH:55]=[CH:56][c:57]1[cH:58][cH:59][cH:60][cH:61][cH:62]1)[CH:63]=[CH:64][c:65]1[cH:66][cH:67][cH:68][cH:69][cH:70]1.[O:71]=[C:72]([CH:73]=[CH:74][c:75]1[cH:76][cH:77][cH:78][cH:79][cH:80]1)[CH:81]=[CH:82][c:83]1[cH:84][cH:85][cH:86][cH:87][cH:88]1.[Pd:33].[Pd:34].[s:14]1[c:15](-[c:19]2[cH:20][c:21]([CH2:22][NH2:23])[cH:24][cH:25][cH:26]2)[cH:16][cH:17][cH:18]1>>[c:2]1([NH:23][CH2:22][c:21]2[cH:20][c:19](-[c:15]3[s:14][cH:18][cH:17][cH:16]3)[cH:26][cH:25][cH:24]2)[cH:3][c:4]2[c:5]([Cl:13])[n:6][nH:7][c:8](=[O:12])[c:9]2[cH:10][cH:11]1. The reactants are ClC(=O)OCC1=CC=CC=C1 (Benzyl chloroformate), O=C1N(C(C2=CC=CC=C12)=O)C1=C(C=C(C=C1)N1C(C2=CC=CC=C2C1=O)=O)OCC(C)=O (2-[4-(1,3-dioxo-1,3-dihydro-2H-isoindol-2-yl)-3-(2-oxopropoxy)phenyl]-1H-isoindole-1,3(2H)-dione), O.NN (Hydrazine monohydrate), [BH4-].[Na+] (Sodium Borohydride), C(=O)(O)[O-].[Na+] (NaHCO3). Run in CO (MeOH), C1CCOC1 (THF), C1CCOC1 (THF). Reaction conditions: time 5 hour. Yields the product C(C1=CC=CC=C1)OC(=O)NC1=CC2=C(N(C(CO2)C)C(=O)OCC2=CC=CC=C2)C=C1 (Benzyl 7-{[(benzyloxy)carbonyl]amino}-3-methyl-2,3-dihydro-4H-1,4-benzoxazine-4-carboxylate). The yield is 51.0%. RXN SMILES: O=C1C2C(=CC=CC=2)[C:4](=[O:11])[N:3]1[C:12]1[CH:17]=[CH:16][C:15]([N:18]2[C:26](=[O:27])C3C(=CC=CC=3)C2=O)=[CH:14][C:13]=1[O:29][CH2:30][C:31](=O)[CH3:32].[OH2:34].NN.[BH4-].[Na+].[C:39]([O-:42])(O)=O.[Na+].ClC(O[CH2:48][C:49]1[CH:54]=[CH:53][CH:52]=[CH:51][CH:50]=1)=O>C1COCC1.CO>[CH2:39]([O:42][C:26]([NH:18][C:15]1[CH:16]=[CH:17][C:12]2[N:3]([C:4]([O:11][CH2:48][C:49]3[CH:54]=[CH:53][CH:52]=[CH:51][CH:50]=3)=[O:34])[CH:31]([CH3:32])[CH2:30][O:29][C:13]=2[CH:14]=1)=[O:27])[C:12]1[CH:17]=[CH:16][CH:15]=[CH:14][CH:13]=1 |f:1.2,3.4,5.6|. Procedure details: 2-[4-(1,3-dioxo-1,3-dihydro-2H-isoindol-2-yl)-3-(2-oxopropoxy)phenyl]-1H-isoindole-1,3(2H)-dione (2.0 g, 4.5 mmol) is stirred as a suspension in dry THF. Hydrazine monohydrate (15 mL, 0.31 mol) is added and the mixture heated at reflux for 2 hours. The THF (top layer) is decanted and retained. The remaining mixture is extracted with CH2Cl2 (2×50 mL) and the organics combined. The THF/CH2Cl2 solution is dried (Na2SO4), filtered and solvent evaporated. The residue is chromatographed on silica gel ... Starting materials: FC=1C=CC(=C(C1)C1=C(C=NN1CCOC[Si](C)(C)C)N)OC (5-(5-fluoro-2-methoxyphenyl)-1-(2-((trimethylsilyl)methoxy)ethyl)-1H-pyrazol-4-amine), N1=CC(=C2N1C=CC=N2)C(=O)Cl (pyrazolo[1,5-a]pyrimidine-3-carbonyl chloride). The solvent is O1CCCC1 (tetrahydrofuran), C1CCOC1 (THF). Reaction conditions: time 8 hour. Yields the product FC=1C=CC(=C(C1)C1=C(C=NN1CCOC[Si](C)(C)C)NC(=O)C=1C=NN2C1N=CC=C2)OC (N-(5-(5-fluoro-2-methoxyphenyl)-1-(2-((trimethylsilyl)methoxy)ethyl)-1H-pyrazol-4-yl)pyrazolo[1,5-a]pyrimidine-3-carboxamide). Yield: 39.8%. RXN SMILES: [F:1][C:2]1[CH:3]=[CH:4][C:5]([O:22][CH3:23])=[C:6]([C:8]2[N:12]([CH2:13][CH2:14][O:15][CH2:16][Si:17]([CH3:20])([CH3:19])[CH3:18])[N:11]=[CH:10][C:9]=2[NH2:21])[CH:7]=1.[N:24]1[N:28]2[CH:29]=[CH:30][CH:31]=[N:32][C:27]2=[C:26]([C:33](Cl)=[O:34])[CH:25]=1>O1CCCC1>[F:1][C:2]1[CH:3]=[CH:4][C:5]([O:22][CH3:23])=[C:6]([C:8]2[N:12]([CH2:13][CH2:14][O:15][CH2:16][Si:17]([CH3:19])([CH3:18])[CH3:20])[N:11]=[CH:10][C:9]=2[NH:21][C:33]([C:26]2[CH:25]=[N:24][N:28]3[CH:29]=[CH:30][CH:31]=[N:32][C:27]=23)=[O:34])[CH:7]=1. Reported procedure: 5-(5-fluoro-2-methoxyphenyl)-1-(2-((trimethylsilyl)methoxy)ethyl)-1H-pyrazol-4-amine (580 mg, 1.72 mmol) in tetrahydrofuran (40 mL) was added of pyrazolo[1,5-a]pyrimidine-3-carbonyl chloride (320 mg, 1.72 mmol) in THF (5 mL) at 0° C. After the addition, the mixture was warmed to room temperature, and then stirred overnight at this temperature. The mixture was concentrated to give 330 mg (40%) of N-(5-(5-fluoro-2-methoxyphenyl)-1-(2-((trimethylsilyl)methoxy)ethyl)-1H-pyrazol-4-yl)pyrazolo[1,5-a]p... The reactants are O=Cc1c(Br)cnn1Cc1ccc(Cl)cc1, CC(C)C(=O)Nc1cccc(C2CCNCC2)c1. Product: CC(C)C(=O)Nc1cccc(C2CCN(Cc3c(Br)cnn3Cc3ccc(Cl)cc3)CC2)c1. Reaction SMILES: [Br:1][c:2]1[cH:3][n:4][n:5]([CH2:9][c:10]2[cH:11][cH:12][c:13]([Cl:16])[cH:14][cH:15]2)[c:6]1[CH:7]=[O:8].[CH3:17][CH:18]([C:19](=[O:20])[NH:21][c:22]1[cH:23][c:24]([CH:28]2[CH2:29][CH2:30][NH:31][CH2:32][CH2:33]2)[cH:25][cH:26][cH:27]1)[CH3:34]>>[Br:1][c:2]1[cH:3][n:4][n:5]([CH2:9][c:10]2[cH:11][cH:12][c:13]([Cl:16])[cH:14][cH:15]2)[c:6]1[CH2:7][N:31]1[CH2:30][CH2:29][CH:28]([c:24]2[cH:23][c:22]([NH:21][C:19]([CH:18]([CH3:17])[CH3:34])=[O:20])[cH:27][cH:26][cH:25]2)[CH2:33][CH2:32]1.